From a dataset of the Open Reaction Database (ORD), a public repository of structured organic reaction records. describe an organic reaction: reactants, conditions, products, and yield Starting materials: BrC1=CC2=CC(=CC=C2C=C1)Br (2,7-dibromonaphthalene), [Li]CCCC (n-BuLi), O (water), CSSC (dimethyl disulfide). Solvent: C1CCOC1 (THF). Reaction conditions: temperature -78 celsius, time 20 minute. Product: BrC1=CC2=CC(=CC=C2C=C1)SC (2-bromo-7-(methylsulfanyl)naphthalene). The yield is 81.8%. Reaction SMILES: [Br:1][C:2]1[CH:11]=[CH:10][C:9]2[C:4](=[CH:5][C:6](Br)=[CH:7][CH:8]=2)[CH:3]=1.[Li]CCCC.[CH3:18][S:19]SC.O>C1COCC1>[Br:1][C:2]1[CH:11]=[CH:10][C:9]2[C:4](=[CH:5][C:6]([S:19][CH3:18])=[CH:7][CH:8]=2)[CH:3]=1. Reported procedure: A stirred solution of 189 (5.72 g, 20.0 mmol) in THF (80 mL) was treated dropwise at −78° C. with n-BuLi (2.5 M in hexanes, 8.40 mL, 21.0 mmol) under N2. The mixture was stirred at −78° C. for 20 min, then treated slowly with dimethyl disulfide (2.16 mL, 24 mmol) and allowed to warm to room temperature. The solvent was removed under reduced pressure to give a residue that was shaken with water, and the resulting solid was crystallised fom petroleum ether to give 2-bromo-7-(methylsulfanyl)naphtha... The reactants are C, CCOC(=O)c1sc(-c2ccc(OCc3ccccc3)c(C#N)c2)nc1C, C1CCOC1, CCO, [Pd]. Yields the product CCOC(=O)c1sc(-c2ccc(O)c(C#N)c2)nc1C. Reaction SMILES: [C:36].[CH2:1]([c:2]1[cH:3][cH:4][cH:5][cH:6][cH:7]1)[O:8][c:9]1[c:10]([C:26]#[N:27])[cH:11][c:12](-[c:15]2[s:16][c:17]([C:21](=[O:22])[O:23][CH2:24][CH3:25])[c:18]([CH3:20])[n:19]2)[cH:13][cH:14]1.[CH2:28]1[O:29][CH2:30][CH2:31][CH2:32]1.[CH3:33][CH2:34][OH:35].[Pd:37]>>[OH:8][c:9]1[c:10]([C:26]#[N:27])[cH:11][c:12](-[c:15]2[s:16][c:17]([C:21](=[O:22])[O:23][CH2:24][CH3:25])[c:18]([CH3:20])[n:19]2)[cH:13][cH:14]1. Reactants: CCCCCCCC[N+](C)(CCCCCCCC)CCCCCCCC, Cc1ccccc1, [Cl-], [Na+], [OH-], Cc1ccc(S(=O)(=O)NN=C(C(=O)N2CCCCC2)c2ccccc2)cc1. Yields the product O=C1C(c2ccccc2)C2CCCCN12. RXN SMILES: [CH2:31]([N+:32]([CH2:33][CH2:34][CH2:35][CH2:36][CH2:37][CH2:38][CH2:39][CH3:40])([CH2:41][CH2:42][CH2:43][CH2:44][CH2:45][CH2:46][CH2:47][CH3:48])[CH3:49])[CH2:50][CH2:51][CH2:52][CH2:53][CH2:54][CH2:55][CH3:56].[CH3:57][c:58]1[cH:59][cH:60][cH:61][cH:62][cH:63]1.[Cl-:30].[Na+:2].[OH-:1].[c:3]1([CH3:4])[cH:5][cH:6][c:7]([S:8]([NH:9][N:10]=[C:14]([C:15](=[O:16])[N:17]2[CH2:18][CH2:19][CH2:20][CH2:21][CH2:22]2)[c:23]2[cH:24][cH:25][cH:26][cH:27][cH:28]2)(=[O:11])=[O:12])[cH:13][cH:29]1>>[CH:14]1([c:23]2[cH:24][cH:25][cH:26][cH:27][cH:28]2)[C:15](=[O:16])[N:17]2[CH:18]1[CH2:19][CH2:20][CH2:21][CH2:22]2. Reactants: C1(=CC=C(C=C1)C(C)=NOCCO)C1=CC=CC=C1 (2-[1-(4-biphenylyl)-ethylideneaminooxy]ethanol), N(=NC(=O)N1CCNCC1)C(=O)N1CCNCC1 (1,1'-(azodicarbonyl)dipiperazine), OC1=CC=C(CC2C(N(C(O2)=O)C(C2=CC=CC=C2)(C2=CC=CC=C2)C2=CC=CC=C2)=O)C=C1 (5-(4-hydroxybenzyl)-3-trityloxazolidine-2,4-dione), C(CCC)P(CCCC)CCCC (tributylphosphine). Reported procedure: Following a procedure similar to that described in Example 3(a), but using 0.23 g of 2-[1-(4-biphenylyl)-ethylideneaminooxy]ethanol (prepared as described in Preparation 15), 0.40 g of 5-(4-hydroxybenzyl)-3-trityloxazolidine-2,4-dione, 0.40 g of tributylphosphine and 0.50 g of 1,1'-(azodicarbonyl)dipiperazine, 0.31 g of the title compound was obtained as a crystalline powder, melting at 193-195° C. The product is C1(=CC=C(C=C1)C(C)=NOCCOC1=CC=C(CC2C(N(C(O2)=O)C(C2=CC=CC=C2)(C2=CC=CC=C2)C2=CC=CC=C2)=O)C=C1)C1=CC=CC=C1 (5-(4-{2-[1-(4-Biphenylyl)ethylideneaminooxy]-ethoxy}benzyl)-3-trityloxazolidine-2,4-dione). Isolated yield 50.7%. Reaction SMILES: [C:1]1([C:14]2[CH:19]=[CH:18][CH:17]=[CH:16][CH:15]=2)[CH:6]=[CH:5][C:4]([C:7](=[N:9][O:10][CH2:11][CH2:12][OH:13])[CH3:8])=[CH:3][CH:2]=1.O[C:21]1[CH:53]=[CH:52][C:24]([CH2:25][CH:26]2[O:30][C:29](=[O:31])[N:28]([C:32]([C:45]3[CH:50]=[CH:49][CH:48]=[CH:47][CH:46]=3)([C:39]3[CH:44]=[CH:43][CH:42]=[CH:41][CH:40]=3)[C:33]3[CH:38]=[CH:37][CH:36]=[CH:35][CH:34]=3)[C:27]2=[O:51])=[CH:23][CH:22]=1.C(P(CCCC)CCCC)CCC.N(C(N1CCNCC1)=O)=NC(N1CCNCC1)=O>>[C:1]1([C:14]2[CH:15]=[CH:16][CH:17]=[CH:18][CH:19]=2)[CH:6]=[CH:5][C:4]([C:7](=[N:9][O:10][CH2:11][CH2:12][O:13][C:21]2[CH:53]=[CH:52][C:24]([CH2:25][CH:26]3[O:30][C:29](=[O:31])[N:28]([C:32]([C:45]4[CH:50]=[CH:49][CH:48]=[CH:47][CH:46]=4)([C:39]4[CH:40]=[CH:41][CH:42]=[CH:43][CH:44]=4)[C:33]4[CH:38]=[CH:37][CH:36]=[CH:35][CH:34]=4)[C:27]3=[O:51])=[CH:23][CH:22]=2)[CH3:8])=[CH:3][CH:2]=1. The reactants are BrC(C(=O)C1=CC=C(C=C1)C1(CCC1)NC(OC(C)(C)C)=O)C1=CC=CC=C1 (tert-butyl (1-{4-[bromo(phenyl)acetyl]phenyl}cyclobutyl)carbamate), BrC=1N=C(C(=NC1)N)OC (5-bromo-3-methoxypyrazin-2-amine), C(C)(C)N(CC)C(C)C (diisopropylethylamine). The solvent is C(CCC)#N (butyronitril). Conditions: temperature 125 celsius. Product: BrC=1N=C(C=2N(C1)C(=C(N2)C2=CC=C(C=C2)C2(CCC2)NC(OC(C)(C)C)=O)C2=CC=CC=C2)OC (tert-Butyl {1-[4-(6-bromo-8-methoxy-3-phenylimidazo[1,2-a]pyrazin-2-yl)phenyl]cyclobutyl}carbamate). RXN SMILES: Br[CH:2]([C:23]1[CH:28]=[CH:27][CH:26]=[CH:25][CH:24]=1)[C:3]([C:5]1[CH:10]=[CH:9][C:8]([C:11]2([NH:15][C:16](=[O:22])[O:17][C:18]([CH3:21])([CH3:20])[CH3:19])[CH2:14][CH2:13][CH2:12]2)=[CH:7][CH:6]=1)=O.[Br:29][C:30]1[N:31]=[C:32]([O:37][CH3:38])[C:33]([NH2:36])=[N:34][CH:35]=1.C(N(C(C)C)CC)(C)C>C(#N)CCC>[Br:29][C:30]1[N:31]=[C:32]([O:37][CH3:38])[C:33]2[N:34]([C:2]([C:23]3[CH:24]=[CH:25][CH:26]=[CH:27][CH:28]=3)=[C:3]([C:5]3[CH:10]=[CH:9][C:8]([C:11]4([NH:15][C:16](=[O:22])[O:17][C:18]([CH3:20])([CH3:19])[CH3:21])[CH2:14][CH2:13][CH2:12]4)=[CH:7][CH:6]=3)[N:36]=2)[CH:35]=1. Procedure: A mixture of crude tert-butyl (1-{4-[bromo(phenyl)acetyl]phenyl}cyclobutyl)carbamate [Int-1-A] (203 mg, 0.38 mmol, 1.0 eq), 5-bromo-3-methoxypyrazin-2-amine (74.6 mg, 0.38 mmol, 1 eq.; Jiang, B. et al. Bioorg. Med. Chem. (2001), 9, 1149-1154.) and diisopropylethylamine (0.064 mL, 0.38 mmol, 1.0 eq) in 2.3 mL butyronitril was heated to 120° C. for 17 hours and to 125° C. for 6 h. The reaction mixture was concentrated in vacuo. The crude mixture was purified via preparative HPLC under basic condit... Starting materials: O(S(=O)(=O)C(F)(F)F)S(=O)(=O)C(F)(F)F (Tf2O), OCC1=CC(=C(C#N)C=C1)OCCC1=CC=CC=C1 (4-Hydroxymethyl-2-phenethyloxy-benzonitrile), ClC=1C=CC(N(C1)C1=NC=C(C=C1)CC=1N=CN(C1)C(C1=CC=CC=C1)(C1=CC=CC=C1)C1=CC=CC=C1)=O (5-chloro-5'-(1-trityl-1H-imidazol-4-ylmethyl)-[1,2']bipyridinyl-2-one), CCN(C(C)C)C(C)C (DIEA). The solvent is C(Cl)Cl (CH2Cl2). Conditions: temperature -78 celsius, time 1 hour. Yields the product ClC=1C=CC(N(C1)C1=NC=C(C=C1)CC1=CN=CN1CC1=CC(=C(C#N)C=C1)OCCC1=CC=CC=C1)=O (4-[5-(5-Chloro-2-oxo-2H-[1,2']bipyridinyl-5'-ylmethyl)-imidazol-1-ylmethyl]-2-phenethyloxy-benzonitrile). As a reaction SMILES: O[CH2:2][C:3]1[CH:10]=[CH:9][C:6]([C:7]#[N:8])=[C:5]([O:11][CH2:12][CH2:13][C:14]2[CH:19]=[CH:18][CH:17]=[CH:16][CH:15]=2)[CH:4]=1.[Cl:20][C:21]1[CH:22]=[CH:23][C:24](=[O:58])[N:25]([C:27]2[CH:32]=[CH:31][C:30]([CH2:33][C:34]3[N:35]=[CH:36][N:37](C(C4C=CC=CC=4)(C4C=CC=CC=4)C4C=CC=CC=4)[CH:38]=3)=[CH:29][N:28]=2)[CH:26]=1.CCN(C(C)C)C(C)C.O(S(C(F)(F)F)(=O)=O)S(C(F)(F)F)(=O)=O>C(Cl)Cl>[Cl:20][C:21]1[CH:22]=[CH:23][C:24](=[O:58])[N:25]([C:27]2[CH:32]=[CH:31][C:30]([CH2:33][C:34]3[N:35]([CH2:2][C:3]4[CH:10]=[CH:9][C:6]([C:7]#[N:8])=[C:5]([O:11][CH2:12][CH2:13][C:14]5[CH:19]=[CH:18][CH:17]=[CH:16][CH:15]=5)[CH:4]=4)[CH:36]=[N:37][CH:38]=3)=[CH:29][N:28]=2)[CH:26]=1. Procedure details: To a cooled solution (-78° C.) of 4-hydroxymethyl-2-phenethyloxy-benzonitrile from step 2 (65 mg, 0.26 mmol) and 5-chloro-5'-(1-trityl-1H-imidazol-4-ylmethyl)-[1,2']bipyridinyl-2-one from Example 23 Step 5 (136 mg, 0.26 mmol) in CH2Cl2 (2 ml) was added DIEA (100 μl, 0.56 mmol) followed immediately by the addition of Tf2O (65 μl, 0.39 mmol). The reaction mixture was stirred at -78° C. for 1 hour and was then transferred to an ice bath and stirred at 0° C. for another hour. The solvent was removed... Reactants: FC=1C(=C(C=O)C=CC1)N1CCOCC1 (3-fluoro-2-(morpholin-4-yl)benzaldehyde), N1(CCNCC1)C(=O)OC(C)(C)C (tert-butyl piperazine-1-carboxylate), C(C)(=O)O[BH-](OC(C)=O)OC(C)=O.[Na+] (Sodium triacetoxyborohydride). Run in ClCCl (dichloromethane), ClCCl (dichloromethane). Conditions: time 0.5 hour. Product: FC=1C(=C(C=CC1)CN1CCN(CC1)C(=O)OC(C)(C)C)N1CCOCC1 (tert-butyl 4-[[3-fluoro-2-(morpholin-4-yl)phenyl]methyl]piperazine-1-carboxylate). The yield is 121.4%. As a reaction SMILES: [F:1][C:2]1[C:3]([N:10]2[CH2:15][CH2:14][O:13][CH2:12][CH2:11]2)=[C:4]([CH:7]=[CH:8][CH:9]=1)[CH:5]=O.[N:16]1([C:22]([O:24][C:25]([CH3:28])([CH3:27])[CH3:26])=[O:23])[CH2:21][CH2:20][NH:19][CH2:18][CH2:17]1.C(O[BH-](OC(=O)C)OC(=O)C)(=O)C.[Na+]>ClCCl>[F:1][C:2]1[C:3]([N:10]2[CH2:15][CH2:14][O:13][CH2:12][CH2:11]2)=[C:4]([CH2:5][N:19]2[CH2:18][CH2:17][N:16]([C:22]([O:24][C:25]([CH3:28])([CH3:27])[CH3:26])=[O:23])[CH2:21][CH2:20]2)[CH:7]=[CH:8][CH:9]=1 |f:2.3|. Reported procedure: A 50 mL round-bottom flask was charged with 3-fluoro-2-(morpholin-4-yl)benzaldehyde (0.500 g, 2.39 mmol, 1.00 equiv), tert-butyl piperazine-1-carboxylate (404 mg, 2.17 mmol, 0.91 equiv), dichloromethane (10 mL). The mixture was stirred at room temperature for 0.5 hour. Sodium triacetoxyborohydride (1.38 g, 6.51 mmol, 2.72 equiv) was added. The resulting solution was stirred overnight at room temperature and diluted with dichloromethane. The resulting mixture was washed with H2O (3×10 mL), dried ... Reactants: CCCCCC, CO, CC(C)[N-]C(C)C, CC(C)NC(C)C, O=CC1CCCCC1, C#N, [Cl-], CN(C)C(C#N)C1(c2ccc(Cl)c(Cl)c2)CCC1, [Li+], [Li]CCCC, [NH4+], C1CCOC1, O=C(O)C(=O)O. Yields the product CN(C)C(C(=O)C1CCCCC1)C1(c2ccc(Cl)c(Cl)c2)CCC1. As a reaction SMILES: [CH3:62][CH2:63][CH2:64][CH2:65][CH2:66][CH3:67].[CH3:68][OH:69].[CH:19]([N-:20][CH:21]([CH3:22])[CH3:23])([CH3:24])[CH3:25].[CH:32]([NH:33][CH:34]([CH3:35])[CH3:36])([CH3:37])[CH3:38].[CH:39]1([CH:45]=[O:46])[CH2:40][CH2:41][CH2:42][CH2:43][CH2:44]1.[CH:49]#[N:50].[Cl-:47].[Cl:1][c:2]1[cH:3][c:4]([C:9]2([CH:13]([C:14]#[N:15])[N:16]([CH3:17])[CH3:18])[CH2:10][CH2:11][CH2:12]2)[cH:5][cH:6][c:7]1[Cl:8].[Li+:26].[Li:27][CH2:28][CH2:29][CH2:30][CH3:31].[NH4+:48].[O:57]1[CH2:58][CH2:59][CH2:60][CH2:61]1.[OH:51][C:52]([C:53](=[O:54])[OH:55])=[O:56]>>[Cl:1][c:2]1[cH:3][c:4]([C:9]2([CH:13]([N:16]([CH3:17])[CH3:18])[C:45]([CH:39]3[CH2:40][CH2:41][CH2:42][CH2:43][CH2:44]3)=[O:46])[CH2:10][CH2:11][CH2:12]2)[cH:5][cH:6][c:7]1[Cl:8]. Reactants: CCOC(=O)CCCCCCCBr, Cl, [H-], [Na+], CN(C)C=O, OCc1ccccc1. Product: CCOC(=O)CCCCCCCOCc1ccccc1. Reaction SMILES: [Br:11][CH2:12][CH2:13][CH2:14][CH2:15][CH2:16][CH2:17][CH2:18][C:19](=[O:20])[O:21][CH2:22][CH3:23].[ClH:24].[H-:1].[Na+:2].[O:25]=[CH:26][N:27]([CH3:28])[CH3:29].[OH:3][CH2:4][c:5]1[cH:6][cH:7][cH:8][cH:9][cH:10]1>>[O:3]([CH2:4][c:5]1[cH:6][cH:7][cH:8][cH:9][cH:10]1)[CH2:12][CH2:13][CH2:14][CH2:15][CH2:16][CH2:17][CH2:18][C:19](=[O:20])[O:21][CH2:22][CH3:23].